describe an organic reaction: reactants, conditions, products, and yield From a dataset of the Open Reaction Database (ORD), a public repository of structured organic reaction records. The reactants are C(C1=CC=CC=C1)OC1=C(SC(=C1)C(F)(F)F)C(=O)C1=CC=C(C=C1)OC ((3-benzyloxy-5-trifluoromethylthiophen-2-yl)-(4-methoxy-phenyl)methanone), C(C)[SiH](CC)CC (triethylsilane), C(C)[SiH](CC)CC (triethylsilane). Yields the product C(C1=CC=CC=C1)OC1=C(SC(=C1)C(F)(F)F)CC1=CC=C(C=C1)OC (3-Benzyloxy-2-(4-methoxybenzyl)-5-tri-fluoromethylthiophene). Procedure: To a solution of (3-benzyloxy-5-trifluoromethylthiophen-2-yl)-(4-methoxy-phenyl)methanone (220.2 mg, 0.56 mmol) as synthesized by the method described in International Publication No. WO04/007517 and triethylsilane (1.34 mL, 8.41 mmol) in dichloromethane (1.1 mL), trifluoroacetic acid (3 mL) was added at 0° C. in a nitrogen stream over five minutes. The reaction mixture was stirred at the same temperature for 6.75 hours, and then triethylsilane (0.9 mL, 5.61 mmol) was added thereto. The reaction... Run at time 6.75 hour. As a reaction SMILES: [CH2:1]([O:8][C:9]1[CH:13]=[C:12]([C:14]([F:17])([F:16])[F:15])[S:11][C:10]=1[C:18]([C:20]1[CH:25]=[CH:24][C:23]([O:26][CH3:27])=[CH:22][CH:21]=1)=O)[C:2]1[CH:7]=[CH:6][CH:5]=[CH:4][CH:3]=1.C([SiH](CC)CC)C>ClCCl.FC(F)(F)C(O)=O>[CH2:1]([O:8][C:9]1[CH:13]=[C:12]([C:14]([F:17])([F:15])[F:16])[S:11][C:10]=1[CH2:18][C:20]1[CH:25]=[CH:24][C:23]([O:26][CH3:27])=[CH:22][CH:21]=1)[C:2]1[CH:7]=[CH:6][CH:5]=[CH:4][CH:3]=1. Solvent: ClCCl (dichloromethane), FC(C(=O)O)(F)F (trifluoroacetic acid). Isolated yield 51.3%. Starting materials: Cc1ccc(N(C)C)cc1, Cc1ccccc1, Cc1nc2ccc(I)cc2c(O)c1S(C)(=O)=O, O=P(Cl)(Cl)Cl. Yields the product Cc1nc2ccc(I)cc2c(Cl)c1S(C)(=O)=O. As a reaction SMILES: [CH3:18][N:19]([CH3:20])[c:21]1[cH:22][cH:23][c:24]([CH3:25])[cH:26][cH:27]1.[CH3:33][c:34]1[cH:35][cH:36][cH:37][cH:38][cH:39]1.[I:1][c:2]1[cH:3][c:4]2[c:5]([OH:17])[c:6]([S:13](=[O:14])(=[O:15])[CH3:16])[c:7]([CH3:12])[n:8][c:9]2[cH:10][cH:11]1.[P:28]([Cl:29])([Cl:30])([Cl:31])=[O:32]>>[I:1][c:2]1[cH:3][c:4]2[c:5]([Cl:30])[c:6]([S:13](=[O:14])(=[O:15])[CH3:16])[c:7]([CH3:12])[n:8][c:9]2[cH:10][cH:11]1. Reactants: ClCC1=CC=C(C=C1)C1=NC=C2C=3N1C[C@H](C3NC(C=C2)=O)CO ((R)-1-(4-Chloromethyl-phenyl)-8-hydroxymethyl-8,9-dihydro-7H-2,7,9a-triaza-benzo[cd]azulen-6-one), CNC (dimethylamine). The solvent is C(C)#N (acetonitrile). Product: CN(C)CC1=CC=C(C=C1)C1=NC=C2C=3N1C[C@H](C3NC(C=C2)=O)CO ((R)-1-(4-Dimethylaminomethyl-phenyl)-8-hydroxymethyl-8,9-dihydro-7H-2,7,9a-triaza-benzo[cd]azulen-6-one). RXN SMILES: Cl[CH2:2][C:3]1[CH:8]=[CH:7][C:6]([C:9]2[N:14]3[CH2:15][C@@H:16]([CH2:23][OH:24])[C:17]4[NH:18][C:19](=[O:22])[CH:20]=[CH:21][C:12]([C:13]=43)=[CH:11][N:10]=2)=[CH:5][CH:4]=1.[CH3:25][NH:26][CH3:27]>C(#N)C>[CH3:25][N:26]([CH2:2][C:3]1[CH:8]=[CH:7][C:6]([C:9]2[N:14]3[CH2:15][C@@H:16]([CH2:23][OH:24])[C:17]4[NH:18][C:19](=[O:22])[CH:20]=[CH:21][C:12]([C:13]=43)=[CH:11][N:10]=2)=[CH:5][CH:4]=1)[CH3:27]. Procedure: This compound was prepared from intermediate 238c and dimethylamine using the procedure described in Example 171, except with acetonitrile as solvent. Received 85.1 mg (33%). The reactants are C(C)OC(CCCCO)CC (5-ethoxyheptanol), C(C)OC(CCCCO)CC (5-ethoxyheptanol), CS(=O)(=O)Cl (methanesulfonyl chloride), N1=CC=CC=C1 (pyridine). The solvent is CN(C=O)C (dimethylformamide). Yields the product ClCCCCC(CC)OCC (1-chloro-5-ethoxyheptane). Reaction SMILES: [CH2:1]([O:3][CH:4]([CH2:10][CH3:11])[CH2:5][CH2:6][CH2:7][CH2:8]O)[CH3:2].CS([Cl:16])(=O)=O.N1C=CC=CC=1>CN(C)C=O>[Cl:16][CH2:8][CH2:7][CH2:6][CH2:5][CH:4]([O:3][CH2:1][CH3:2])[CH2:10][CH3:11]. Procedure: As shown in Reaction 4, Compound III may be reacted with lithium aluminum hydride (LAH) in tetrahydrofuran (THF) to produce 5-ethoxyheptanol (Compound IV). Compound IV may be produced at a yield of from approximately 90% to approximately 99%. The reaction may be conducted at a temperature of from approximately −50° C. to approximately room temperature (from approximately 20° C. to approximately 25° C.). To control the reaction, in some embodiments, the reaction is conducted at room temperature. ...